describe an organic reaction: reactants, conditions, products, and yield From a dataset of the Open Reaction Database (ORD), a public repository of structured organic reaction records. The reactants are S=C1OC=2C(N1)=C(C=CC2)C(=O)OC (methyl 2-thioxo-2,3-dihydrobenzoxazole-4-carboxylate), P(Cl)(Cl)(Cl)(Cl)Cl (phosphorus pentachloride). Run in P(=O)(Cl)(Cl)Cl (phosphorus oxychloride). Run at temperature 95 celsius. Yields the product ClC=1OC=2C(N1)=C(C=CC2)C(=O)OC (methyl 2-chlorobenzoxazole-4-carboxylate). Yield: 100.3%. As a reaction SMILES: S=[C:2]1[NH:6][C:5]2=[C:7]([C:11]([O:13][CH3:14])=[O:12])[CH:8]=[CH:9][CH:10]=[C:4]2[O:3]1.P(Cl)(Cl)(Cl)(Cl)[Cl:16]>P(Cl)(Cl)(Cl)=O>[Cl:16][C:2]1[O:3][C:4]2[C:5](=[C:7]([C:11]([O:13][CH3:14])=[O:12])[CH:8]=[CH:9][CH:10]=2)[N:6]=1. Reported procedure: A mixture of the thione from Step B (0.65 g, 3.11 mmol) and phosphorus pentachloride (0.65 g, 3.11 mmol) in phosphorus oxychloride (6 mL) was heated to 95° C. for 2.5 h. After cooling to room temperature, the reaction mixture was concentrated and dried on vacuum to give methyl 2-chlorobenzoxazole-4-carboxylate (0.66 g, quantitative) as a brown solid: 1H NMR (300 MHz, CDCl3) δ 8.05 (dd, J 8.1, 1.2 Hz, 1H), 7.72 (dd, J 8.1, 1.2 Hz, 1H), 7.45 (t, J=8.1 Hz, 1H), 4.04 (s, 3H); MS (ESI+) m/z 212 (M+H)... The reactants are [OH-].[K+] (potassium hydroxide), O.Cl(=O)(=O)(=O)[O-].[Na+] (sodium perchlorate monohydrate), S(O)(O)(=O)=O (sulfuric acid), O[C@@]12C=C[C@H]3[C@@H]4[C@H]5[C@@H](C([C@@]4(C)CC[C@@H]3[C@]2(CC[C@@H](C1)OC(C(C)(C)C)=O)C)=O)C5 (5-Hydroxy-15β,16β-methylene-3β-pivaloyloxy-5β-androst-6-en-17-one). The solvent is CO (methanol), O (water), O (water), O1CCCC1 (tetrahydrofuran). Run at temperature 1 celsius. Product: O[C@@H]1C[C@]2(C=C[C@H]3[C@@H]4[C@H]5[C@@H](C([C@@]4(C)CC[C@@H]3[C@]2(CC1)C)=O)C5)O (3β,5-Dihydroxy-15β,16β-methylen-5β-androst-6-en-17-one), solid. Yield: 96.0%. Reaction SMILES: [OH:1][C@@:2]12[CH2:19][C@@H:18]([O:20]C(=O)C(C)(C)C)[CH2:17][CH2:16][C@:15]1([CH3:27])[C@@H:14]1[C@H:5]([C@H:6]3[C@@:10]([CH2:12][CH2:13]1)([CH3:11])[C:9](=[O:28])[C@H:8]1[CH2:29][C@@H:7]31)[CH:4]=[CH:3]2.[OH-].[K+].O.Cl([O-])(=O)(=O)=O.[Na+].S(=O)(=O)(O)O>O1CCCC1.CO.O>[OH:20][C@H:18]1[CH2:17][CH2:16][C@@:15]2([CH3:27])[C@:2]([OH:1])([CH:3]=[CH:4][C@@H:5]3[C@@H:14]2[CH2:13][CH2:12][C@@:10]2([CH3:11])[C@H:6]3[C@@H:7]3[CH2:29][C@@H:8]3[C:9]2=[O:28])[CH2:19]1 |f:1.2,3.4.5|. Reported procedure: 5-Hydroxy-15β,16β-methylene-3β-pivaloyloxy-5β-androst-6-en-17-one (80.00 g, 0.200 mol) is suspended under nitrogen in tetrahydrofuran (800 mL), mechanically stirred and cooled to 0-2° C. A solution of potassium hydroxide (85%, 27.69 g, 0.419 mol) in methanol (410 mL) is added dropwise below 5° C. followed by sodium perchlorate monohydrate (7.85 g, 0.056 mol). The mixture is stirred at room temperature for 3-4 hours. After cooling to 4-5° C., water (400 mL) is added followed by 20% sulfuric acid ... The reactants are NC=1C(=NC(=C(N1)C(F)(F)F)C(F)(F)F)C(=O)OCC (ethyl 3-amino-5,6-bis(trifluoromethyl)pyrazine-2-carboxylate), [OH-].[Na+] (NaOH), Cl (HCl), O (water). Solvent: CCO (EtOH). Conditions: time 30 minute. Yields the product NC=1C(=NC(=C(N1)C(F)(F)F)C(F)(F)F)C(=O)O (3-Amino-5,6-bis(trifluoromethyl)pyrazine-2-carboxylic acid). RXN SMILES: [NH2:1][C:2]1[C:3]([C:16]([O:18]CC)=[O:17])=[N:4][C:5]([C:12]([F:15])([F:14])[F:13])=[C:6]([C:8]([F:11])([F:10])[F:9])[N:7]=1.[OH-].[Na+].O.Cl>CCO>[NH2:1][C:2]1[C:3]([C:16]([OH:18])=[O:17])=[N:4][C:5]([C:12]([F:15])([F:14])[F:13])=[C:6]([C:8]([F:9])([F:10])[F:11])[N:7]=1 |f:1.2|. Procedure details: To a stirring solution of ethyl 3-amino-5,6-bis(trifluoromethyl)pyrazine-2-carboxylate (300 mg, 0.990 mmol) in EtOH (10 ml), 2M NaOH (0.495 ml, 0.990 mmol) was added dropwise over 1 minute. After stirring at RT for 30 minutes the reaction mixture was poured into water (30 ml) and the pH was adjusted to pH 4 by addition of 1M HCl. The mixture was extracted with EtOAc (2×50 ml) and the combined organic extracts were washed with brine (30 ml), dried over MgSO4 (5 g), filtered and concentrated in va... The reactants are ClC1=NC(=CC=C1)C (2-chloro-6-methylpyridine), BrN1C(CCC1=O)=O (N-bromosuccinimide), C(C1=CC=CC=C1)(=O)OOC(C1=CC=CC=C1)=O (benzoyl peroxide), Cl (hydrochloric acid). The solvent is C(Cl)(Cl)(Cl)Cl (carbon tetrachloride). Conditions: time 8 hour. Yields the product ClC1=NC(=CC=C1)CN(C)C (2-Chloro-6-dimethylaminomethylpyridine). The yield is 42.0%. As a reaction SMILES: [Cl:1][C:2]1[CH:7]=[CH:6][CH:5]=[C:4]([CH3:8])[N:3]=1.Br[N:10]1[C:14](=O)CC[C:11]1=O.C(OOC(=O)C1C=CC=CC=1)(=O)C1C=CC=CC=1.Cl>C(Cl)(Cl)(Cl)Cl>[Cl:1][C:2]1[CH:7]=[CH:6][CH:5]=[C:4]([CH2:8][N:10]([CH3:14])[CH3:11])[N:3]=1. Procedure: To 2-chloro-6-methylpyridine (38.3 g, 0.30 mole) in 300 ml of carbon tetrachloride is added N-bromosuccinimide (67.0 g, 0.375 mole) and benzoyl peroxide (1.0 g). The mixture is stirred at reflux for 22 hours. Then it is cooled to 10° and is filtered. Into the carbon tetrachloride solution of crude 2-chloro-6-bromomethylpyridine is bubbled dimethylamine with ice bath cooling. The mixture is allowed to stand at room temperature overnight. After removal of the dimethylamine hydrobromide by filtrati... The reactants are C(C1=CC=CC=C1)OC1=C(C=C(C=C1)C)C1=C(CCC1)B(O)O (2-[2-(benzyloxy)-5-methylphenyl]cyclopentene-1-boronic acid), C(C)OC(=O)C1=NC(=CN=C1)Cl (6-chloropyrazine-2-carboxylic acid ethyl ester). Procedure: Prepared by general procedure C(iii) but using 2-[2-(benzyloxy)-5-methylphenyl]cyclopentene-1-boronic acid instead of 2-(2-benzyloxy-5-chlorophenyl)cyclopentene-1-boronic acid and 6-chloropyrazine-2-carboxylic acid ethyl ester instead of 2-chloropyrimidine-4-carboxylic acid methyl ester. Product: C(C)OC(=O)C1=NC(=CN=C1)C1=C(CCC1)C1=C(C=CC(=C1)C)OCC1=CC=CC=C1 (6-{2-[5-Methyl-2-(benzyloxy)phenyl]cyclopent-1-enyl}pyrazine-2-carboxylic acid ethyl ester). RXN SMILES: [CH2:1]([O:8][C:9]1[CH:14]=[CH:13][C:12]([CH3:15])=[CH:11][C:10]=1[C:16]1[CH2:20][CH2:19][CH2:18][C:17]=1B(O)O)[C:2]1[CH:7]=[CH:6][CH:5]=[CH:4][CH:3]=1.[CH2:24]([O:26][C:27]([C:29]1[CH:34]=[N:33][CH:32]=[C:31](Cl)[N:30]=1)=[O:28])[CH3:25]>>[CH2:24]([O:26][C:27]([C:29]1[CH:34]=[N:33][CH:32]=[C:31]([C:17]2[CH2:18][CH2:19][CH2:20][C:16]=2[C:10]2[CH:11]=[C:12]([CH3:15])[CH:13]=[CH:14][C:9]=2[O:8][CH2:1][C:2]2[CH:7]=[CH:6][CH:5]=[CH:4][CH:3]=2)[N:30]=1)=[O:28])[CH3:25]. The reactants are OBO, Cc1oc(-c2ccc(Br)cc2)nc1CCN1CCCC1C, COc1ccccc1. Yields the product COc1cccc(-c2ccc(-c3nc(CCN4CCCC4C)c(C)o3)cc2)c1. Reaction SMILES: [BH:1]([OH:2])[OH:3].[Br:12][c:13]1[cH:14][cH:15][c:16](-[c:19]2[o:20][c:21]([CH3:32])[c:22]([CH2:24][CH2:25][N:26]3[CH:27]([CH3:31])[CH2:28][CH2:29][CH2:30]3)[n:23]2)[cH:17][cH:18]1.[CH3:4][O:5][c:6]1[cH:7][cH:8][cH:9][cH:10][cH:11]1>>[CH3:4][O:5][c:6]1[cH:7][cH:8][cH:9][c:10](-[c:13]2[cH:14][cH:15][c:16](-[c:19]3[o:20][c:21]([CH3:32])[c:22]([CH2:24][CH2:25][N:26]4[CH:27]([CH3:31])[CH2:28][CH2:29][CH2:30]4)[n:23]3)[cH:17][cH:18]2)[cH:11]1. Reactants: Cc1cc(C2(c3cc(Br)ccc3F)N=C(N)c3c(F)cccc32)ccn1, OB(O)c1cncc(F)c1. Product: Cc1cc(C2(c3cc(-c4cncc(F)c4)ccc3F)N=C(N)c3c(F)cccc32)ccn1. RXN SMILES: [Br:1][c:2]1[cH:3][cH:4][c:5]([F:26])[c:6]([C:8]2([c:19]3[cH:20][c:21]([CH3:25])[n:22][cH:23][cH:24]3)[N:9]=[C:10]([NH2:18])[c:11]3[c:12]([F:17])[cH:13][cH:14][cH:15][c:16]32)[cH:7]1.[F:27][c:28]1[cH:29][c:30]([B:34]([OH:35])[OH:36])[cH:31][n:32][cH:33]1>>[c:2]1(-[c:30]2[cH:29][c:28]([F:27])[cH:33][n:32][cH:31]2)[cH:3][cH:4][c:5]([F:26])[c:6]([C:8]2([c:19]3[cH:20][c:21]([CH3:25])[n:22][cH:23][cH:24]3)[N:9]=[C:10]([NH2:18])[c:11]3[c:12]([F:17])[cH:13][cH:14][cH:15][c:16]32)[cH:7]1.